Task: describe an organic reaction: reactants, conditions, products, and yield. Dataset: the Open Reaction Database (ORD), a public repository of structured organic reaction records Starting materials: BrC1=CC=C(C=C1)C(C)=O (4′-Bromoacetophenone), ICI (diiodomethane), C[Li] (Methyllithium). Run in C1CCOC1 (THF). Reaction conditions: temperature 0 celsius, time 30 minute. Yields the product BrC1=CC=C(C=C1)C1(OC1)C (2-(4-Bromo-phenyl)-2-methyl-oxirane), product. RXN SMILES: [Br:1][C:2]1[CH:7]=[CH:6][C:5]([C:8](=[O:10])[CH3:9])=[CH:4][CH:3]=1.I[CH2:12]I.C[Li]>C1COCC1>[Br:1][C:2]1[CH:7]=[CH:6][C:5]([C:8]2([CH3:12])[CH2:9][O:10]2)=[CH:4][CH:3]=1. Procedure: 2-(4-Bromo-phenyl)-2-methyl-oxirane was synthesized according to the scheme shown in FIG. 5. 4′-Bromoacetophenone (0.60 g, 3 mmol) and diiodomethane (1.6 g, 6 mmol) were dissolved in 12 mL dry THF. Methyllithium (5.6 mL, 1.6M in ether) was added via syringe in 10 min at 0° C. The resulting clear yellow solution was stirred at 0° C. for 30 min and was then warmed up to room temperature. After stirring at room temperature for 1 hour, the reaction mixture was quenched with ice. The resulting mixtur... Reactants: C(CCC)OC(C(NC(=O)OCC1=CC=CC=C1)OCCCC)=O (N-benzyloxycarbonyl-2-n-butoxyglycine n-butyl ester), CO (methanol), [Na] (sodium), C([O-])([O-])=O (carbonate). The solvent is O (water), C(C)(=O)OCC (ethyl acetate). Yields the product C(C1=CC=CC=C1)OC(=O)NC(C(=O)O)OCCCC (N-Benzyloxycarbonyl-2-n-butoxyglycine). Reaction SMILES: C([O:5][C:6](=[O:24])[CH:7]([O:19][CH2:20][CH2:21][CH2:22][CH3:23])[NH:8][C:9]([O:11][CH2:12][C:13]1[CH:18]=[CH:17][CH:16]=[CH:15][CH:14]=1)=[O:10])CCC.CO.[Na].C(=O)([O-])[O-]>O.C(OCC)(=O)C>[CH2:12]([O:11][C:9]([NH:8][CH:7]([O:19][CH2:20][CH2:21][CH2:22][CH3:23])[C:6]([OH:24])=[O:5])=[O:10])[C:13]1[CH:14]=[CH:15][CH:16]=[CH:17][CH:18]=1 |^1:26|. Procedure details: A solution of 0.002 mol. of N-benzyloxycarbonyl-2-n-butoxyglycine n-butyl ester is stirred with 10 ml. of methanol and 10 ml. of 5% aqueous sodium bicarbonatesodium carbonate solution for 5 hours at 25°. The reaction mixture is then diluted with water and shaken with ethyl acetate. The layers are separated and the aqueous layer is acidified to pH 2.0 and extracted with ethyl acetate containing 10% ethanol. The extracts are dried (Na2SO4) and concentrated in vacuo to give the title compound. Reactants: Cl.O1C=CC2=C1C=CC(=C2)C2=CC=C(C=C2)N2C(NN=C2C[C@H]2CNCC2)=O (4-[4-(1-benzofuran-5-yl)phenyl]-5-[(3S)-3-pyrrolidinylmethyl]-2,4-dihydro-3H-1,2,4-triazol-3-one hydrochloride), C(C)(C)N(C(C)C)CC (N,N-diisopropylethylamine), C(CC)(=O)Cl (propionyl chloride). Solvent: ClCCl (dichloromethane). Reaction conditions: time 2 minute. Yields the product O1C=CC2=C1C=CC(=C2)C2=CC=C(C=C2)N2C(NN=C2C[C@H]2CN(CC2)C(CC)=O)=O (4-[4-(1-benzofuran-5-yl)phenyl]-5-{[(3S)-1-propanoyl-3-pyrrolidinyl]methyl}-2,4-dihydro-3H-1,2,4-triazol-3-one). Yield: 60.9%. Reaction SMILES: Cl.[O:2]1[C:6]2[CH:7]=[CH:8][C:9]([C:11]3[CH:16]=[CH:15][C:14]([N:17]4[C:21]([CH2:22][C@@H:23]5[CH2:27][CH2:26][NH:25][CH2:24]5)=[N:20][NH:19][C:18]4=[O:28])=[CH:13][CH:12]=3)=[CH:10][C:5]=2[CH:4]=[CH:3]1.C(N(CC)C(C)C)(C)C.[C:38](Cl)(=[O:41])[CH2:39][CH3:40]>ClCCl>[O:2]1[C:6]2[CH:7]=[CH:8][C:9]([C:11]3[CH:16]=[CH:15][C:14]([N:17]4[C:21]([CH2:22][C@@H:23]5[CH2:27][CH2:26][N:25]([C:38](=[O:41])[CH2:39][CH3:40])[CH2:24]5)=[N:20][NH:19][C:18]4=[O:28])=[CH:13][CH:12]=3)=[CH:10][C:5]=2[CH:4]=[CH:3]1 |f:0.1|. Procedure details: Under nitrogen, a mixture of 4-[4-(1-benzofuran-5-yl)phenyl]-5-[(3S)-3-pyrrolidinylmethyl]-2,4-dihydro-3H-1,2,4-triazol-3-one hydrochloride (116 mg, 0.292 mmol) and N,N-diisopropylethylamine (0.15 mL, 0.88 mmol) in dichloromethane (1.3 mL) was stirred at room temperature for 2 min. The mixture was cooled to 0° C. and treated with propionyl chloride (0.026 mL, 0.292 mmol) dropwise by syringe. The mixture became a dark brown solution and the reaction was stirred at 0° C. for 90 min. The reaction w... Starting materials: Solvent A, BrC1=CC=CC(=N1)CO ((6-bromopyridin-2-yl)methanol), C1(C=2C(C(N1)=O)=CC=CC2)=O (phthalimide), C1(=CC=CC=C1)P(C1=CC=CC=C1)C1=CC=CC=C1 (triphenylphosphine), N(=NC(=O)N1CCCCC1)C(=O)N1CCCCC1 (1,1′-(azodicarbonyl)-dipiperidine), Solvent B, C(=O)(C(F)(F)F)O (TFA), C(=O)(C(F)(F)F)O (TFA). Run in O (H2O), O (H2O), CO (MeOH), O1CCCC1 (tetrahydrofuran), CO (MeOH), CO (methanol). Reaction conditions: time 8 hour. The product is BrC1=CC=CC(=N1)CN1C(C2=CC=CC=C2C1=O)=O (2-((6-Bromopyridin-2-yl)methyl)isoindoline-1,3-dione). As a reaction SMILES: [Br:1][C:2]1[N:7]=[C:6]([CH2:8]O)[CH:5]=[CH:4][CH:3]=1.[C:10]1(=[O:20])[NH:14][C:13](=[O:15])[C:12]2=[CH:16][CH:17]=[CH:18][CH:19]=[C:11]12.C1(P(C2C=CC=CC=2)C2C=CC=CC=2)C=CC=CC=1.N(C(N1CCCCC1)=O)=NC(N1CCCCC1)=O.C(O)(C(F)(F)F)=O>O1CCCC1.O.CO>[Br:1][C:2]1[N:7]=[C:6]([CH2:8][N:14]2[C:10](=[O:20])[C:11]3[C:12](=[CH:16][CH:17]=[CH:18][CH:19]=3)[C:13]2=[O:15])[CH:5]=[CH:4][CH:3]=1. Reported procedure: A mixture of commercially available (6-bromopyridin-2-yl)methanol (20.0 g, 0.106 mol), phthalimide (20.4 g, 0.138 mol), and triphenylphosphine (36.2 g, 0.138 mol), and 1,1′-(azodicarbonyl)-dipiperidine (34.8 g, 0.138 mol) in anhydrous tetrahydrofuran (1 L) was stirred at room temperature overnight. The precipitate was collected by vacuum filtration and washed with tetrahydrofuran. The filtrate was concentrated under reduced pressure, and the solid residue was triturated with methanol with sonica... Starting materials: C(C)(=O)O (acetic acid), CC=1C=C2C=CNC2=CC1 (5-methylindole), [OH-].C[N+](CC1=CC=CC=C1)(C)C (trimethylbenzylammonium hydroxide), C(C=C)#N (acrylonitrile). Solvent: O1CCOCC1 (dioxane). Conditions: temperature 80 celsius, time 3 day. Product: CC=1C=C2C=CN(C2=CC1)CCC#N (3-(5-Methylindol-1-yl)propionitrile). As a reaction SMILES: [CH3:1][C:2]1[CH:3]=[C:4]2[C:8](=[CH:9][CH:10]=1)[NH:7][CH:6]=[CH:5]2.[OH-].C[N+:13](C)(C)[CH2:14][C:15]1C=CC=C[CH:16]=1.C(#N)C=C.C(O)(=O)C>O1CCOCC1>[CH3:1][C:2]1[CH:3]=[C:4]2[C:8](=[CH:9][CH:10]=1)[N:7]([CH2:16][CH2:15][C:14]#[N:13])[CH:6]=[CH:5]2 |f:1.2|. Procedure: 13 g (0.1 mol) of 5-methylindole are added to 4 ml of trimethylbenzylammonium hydroxide and 10 ml of acrylonitrile in 100 ml of dioxane while stirring. The mixture is then heated at 80° C. for 2 h and subsequently left to stand at room temperature for 3 days. Very dilute acetic acid is then added in order to neutralize the base. Extraction with EA (3×30 ml) is then carried out. The combined organic phases are dried with Na2SO4 and concentrated in vacuo. The residue was chromatographed on SiO2 wi... Starting materials: C1(=CC=CC=C1)P(C1=CC=CC=2C(C3=CC=CC(=C3OC12)P(C1=CC=CC=C1)C1=CC=CC=C1)(C)C)C1=CC=CC=C1 (4,5-bis(diphenylphosphino)-9,9-dimethylxanthene), C([O-])([O-])=O.[Cs+].[Cs+] (cesium carbonate), ClC1=C(C#N)C=CC(=C1C)I (2-chloro-4-iodo-3-methylbenzonitrile), C(C)[C@H]1[C@@](CC(N1)=O)(C)O ((4S,5S)-5-ethyl-4-hydroxy-4-methylpyrrolidin-2-one). Reagents/catalysts: C=1C=CC(=CC1)/C=C/C(=O)/C=C/C2=CC=CC=C2.C=1C=CC(=CC1)/C=C/C(=O)/C=C/C2=CC=CC=C2.C=1C=CC(=CC1)/C=C/C(=O)/C=C/C2=CC=CC=C2.[Pd].[Pd] (tris(dibenzylideneacetone)dipalladium(0)). Product: ClC1=C(C#N)C=CC(=C1C)N1[C@H]([C@@](CC1=O)(C)O)CC (2-chloro-4-[(2S,3S)-2-ethyl-3-hydroxy-3-methyl-5-oxopyrrolidin-1-yl]-3-methylbenzonitrile), crystals. The yield is 22.0%. Reaction SMILES: [Cl:1][C:2]1[C:9]([CH3:10])=[C:8](I)[CH:7]=[CH:6][C:3]=1[C:4]#[N:5].[CH2:12]([C@@H:14]1[NH:18][C:17](=[O:19])[CH2:16][C@@:15]1([OH:21])[CH3:20])[CH3:13].C1(P(C2C=CC=CC=2)C2C3OC4C(=CC=CC=4P(C4C=CC=CC=4)C4C=CC=CC=4)C(C)(C)C=3C=CC=2)C=CC=CC=1.C(=O)([O-])[O-].[Cs+].[Cs+]>C1C=CC(/C=C/C(/C=C/C2C=CC=CC=2)=O)=CC=1.C1C=CC(/C=C/C(/C=C/C2C=CC=CC=2)=O)=CC=1.C1C=CC(/C=C/C(/C=C/C2C=CC=CC=2)=O)=CC=1.[Pd].[Pd]>[Cl:1][C:2]1[C:9]([CH3:10])=[C:8]([N:18]2[C:17](=[O:19])[CH2:16][C@@:15]([OH:21])([CH3:20])[C@@H:14]2[CH2:12][CH3:13])[CH:7]=[CH:6][C:3]=1[C:4]#[N:5] |f:3.4.5,6.7.8.9.10|. Reported procedure: Using 2-chloro-4-iodo-3-methylbenzonitrile (565 mg), (4S,5S)-5-ethyl-4-hydroxy-4-methylpyrrolidin-2-one (350 mg), 4,5-bis(diphenylphosphino)-9,9-dimethylxanthene (180 mg), tris(dibenzylideneacetone)dipalladium(0) (93 mg) and cesium carbonate (929 mg), and in the same manner as in Example 62, the title compound was obtained as colorless crystals (yield: 132 mg, 22%). The reactants are COC(=O)c1cc(F)c(N2CCC(NC(C)=O)C2)nc1Nc1ccc(F)cc1F, CO, [Na+], [OH-], O. Yields the product CC(=O)NC1CCN(c2nc(Nc3ccc(F)cc3F)c(C(=O)O)cc2F)C1. As a reaction SMILES: [C:3]([CH3:4])(=[O:5])[NH:6][CH:7]1[CH2:8][N:9]([c:12]2[n:13][c:14]([NH:23][c:24]3[c:25]([F:31])[cH:26][c:27]([F:30])[cH:28][cH:29]3)[c:15]([C:16](=[O:17])[O:18][CH3:19])[cH:20][c:21]2[F:22])[CH2:10][CH2:11]1.[CH3:1][OH:2].[Na+:33].[OH-:32].[OH2:34]>>[C:3]([CH3:4])(=[O:5])[NH:6][CH:7]1[CH2:8][N:9]([c:12]2[n:13][c:14]([NH:23][c:24]3[c:25]([F:31])[cH:26][c:27]([F:30])[cH:28][cH:29]3)[c:15]([C:16](=[O:17])[OH:18])[cH:20][c:21]2[F:22])[CH2:10][CH2:11]1.